From a dataset of the Open Reaction Database (ORD), a public repository of structured organic reaction records. describe an organic reaction: reactants, conditions, products, and yield The reactants are C1(CCCCC1)N=C=NC1CCCCC1 (1,3-dicyclohexylcarbodiimide), ON1C(CCC1=O)=O (N-hydroxysuccinimide), ON1N=NC2=C1C=CC=C2 (N-hydroxybenzotriazole), C(CC[C@@H](C(=O)O)NC(=O)C1=CC=C(NCC2=CN=C3N=C(N)NC(=O)C3=N2)C=C1)(=O)O (Folic Acid). The solvent is CS(=O)C (dimethyl sulfoxide), CS(=O)C (dimethyl sulfoxide). Reaction conditions: time 8 hour. The product is C(=O)(NC1CCCCC1)NC1CCCCC1 (Dicyclohexylurea). RXN SMILES: C(O)(=O)CC[C@H](NC(C1C=CC(NCC2N=C3C(N=C(NC3=O)N)=NC=2)=CC=1)=O)C(O)=[O:6].ON1C(=O)CCC1=O.ON1C2C=CC=CC=2N=N1.[CH:51]1([N:57]=[C:58]=[N:59][CH:60]2[CH2:65][CH2:64][CH2:63][CH2:62][CH2:61]2)[CH2:56][CH2:55][CH2:54][CH2:53][CH2:52]1>CS(C)=O>[C:58]([NH:57][CH:51]1[CH2:52][CH2:53][CH2:54][CH2:55][CH2:56]1)([NH:59][CH:60]1[CH2:65][CH2:64][CH2:63][CH2:62][CH2:61]1)=[O:6]. Reported procedure: Folic Acid (Sigma Chemical Co., St. Louis, MO. 1 g, 2.1 mmol) was dissolved in 10 ml of dimethyl sulfoxide (Fluka) pre-dried with a molecular sieve. To this solution, N-hydroxysuccinimide (NHS) (Pierce, 0.242 g., 2 mmol) or N-hydroxybenzotriazole (Fluka, 0.270 g., 2 mmol) was added. At this point 1,3-dicyclohexylcarbodiimide (Fluka, 0.872 g., 4 mmol) dissolved in a small volume of dimethyl sulfoxide was then slowly added to this solution. The reaction was allowed to proceed overnight in the dark... Starting materials: CC(C)(C)OC(=O)N1CCN(C2CCC(O)(c3ccccn3)CC2)CC1C(=O)N1CCN(c2ccc(Cl)c(Cl)c2)CC1, ClCCl, O=C(O)C(F)(F)F. Yields the product O=C(C1CN(C2CCC(O)(c3ccccn3)CC2)CCN1)N1CCN(c2ccc(Cl)c(Cl)c2)CC1. RXN SMILES: [Cl:1][c:2]1[cH:3][c:4]([N:9]2[CH2:10][CH2:11][N:12]([C:15](=[O:16])[CH:17]3[N:18]([C:36]([O:37][C:38]([CH3:39])([CH3:40])[CH3:41])=[O:42])[CH2:19][CH2:20][N:21]([CH:23]4[CH2:24][CH2:25][C:26]([c:29]5[n:30][cH:31][cH:32][cH:33][cH:34]5)([OH:35])[CH2:27][CH2:28]4)[CH2:22]3)[CH2:13][CH2:14]2)[cH:5][cH:6][c:7]1[Cl:8].[Cl:50][CH2:51][Cl:52].[OH:43][C:44]([C:45]([F:46])([F:47])[F:48])=[O:49]>>[Cl:1][c:2]1[cH:3][c:4]([N:9]2[CH2:10][CH2:11][N:12]([C:15](=[O:16])[CH:17]3[NH:18][CH2:19][CH2:20][N:21]([CH:23]4[CH2:24][CH2:25][C:26]([c:29]5[n:30][cH:31][cH:32][cH:33][cH:34]5)([OH:35])[CH2:27][CH2:28]4)[CH2:22]3)[CH2:13][CH2:14]2)[cH:5][cH:6][c:7]1[Cl:8].